This data is from the Open Reaction Database (ORD), a public repository of structured organic reaction records. The task is: describe an organic reaction: reactants, conditions, products, and yield The reactants are CO, CC(C)CCON=O, [Na], COC(=O)Cc1cnsc1. Product: COC(=O)C(=NO)c1cnsc1. Reaction SMILES: [CH3:20][OH:21].[N:12](=[O:13])[O:14][CH2:15][CH2:16][CH:17]([CH3:18])[CH3:19].[Na:1].[s:2]1[n:3][cH:4][c:5]([CH2:7][C:8](=[O:9])[O:10][CH3:11])[cH:6]1>>[s:2]1[n:3][cH:4][c:5]([C:7]([C:8](=[O:9])[O:10][CH3:11])=[N:12][OH:13])[cH:6]1. Reactants: C(#N)C(CCCSC1=CC=C(C(=O)OCC)C=C1)C(=O)OCC (Ethyl 4-[(4-cyano-5-ethoxy-5-oxopentyl)thio]benzoate), C(C)(=O)O (acetic acid), Cl.NC(=N)N (guanidine hydrochloride), [O-]CC.[Na+] (sodium ethoxide). The solvent is C(C)O (ethanol), C(C)O (ethanol). Product: NC=1NC(C(=C(N1)N)CCCSC1=CC=C(C(=O)OCC)C=C1)=O (Ethyl 4-[[3-(2,4-diamino-1,6-dihydro-6-oxo-5-pyrimidinyl)propyl]thio]benzoate). Yield: 95.6%. As a reaction SMILES: Cl.[NH2:2][C:3]([NH2:5])=[NH:4].[O-]CC.[Na+].[C:10]([CH:12]([C:28](OCC)=[O:29])[CH2:13][CH2:14][CH2:15][S:16][C:17]1[CH:27]=[CH:26][C:20]([C:21]([O:23][CH2:24][CH3:25])=[O:22])=[CH:19][CH:18]=1)#[N:11].C(O)(=O)C>C(O)C>[NH2:4][C:3]1[NH:5][C:28](=[O:29])[C:12]([CH2:13][CH2:14][CH2:15][S:16][C:17]2[CH:18]=[CH:19][C:20]([C:21]([O:23][CH2:24][CH3:25])=[O:22])=[CH:26][CH:27]=2)=[C:10]([NH2:11])[N:2]=1 |f:0.1,2.3|. Procedure details: Dry guanidine hydrochloride (3.43 g, 35.9 mmoles) was added to a solution of sodium ethoxide 53.5 mmoles) in ethanol (25 mL), and the mixture was treated with 1B (6.00 g, 17.9 mmoles) as a solution in ethanol (25 mL) and refluxed for 5 hours. After cooling, the pH was adjusted to 7.0 with acetic acid, and the mixture was evaporated to a viscous residue in vacuo. The residue was treated with water (70 mL) and was filtered to give an off white solid, which was washed with 3 volumes (30 mL) of wate... RXN SMILES: [CH3:1][C:2]1[C:3]([N:10]2[CH2:19][CH2:18][C:17]3[C:12](=[CH:13][CH:14]=[CH:15][C:16]=3[F:20])[CH:11]2[CH3:21])=[N:4][C:5]([Cl:9])=[N:6][C:7]=1[CH3:8].[NH2:22][C:23]1[CH:28]=[CH:27][CH:26]=[CH:25][CH:24]=1>>[ClH:9].[CH3:1][C:2]1[C:3]([N:10]2[CH2:19][CH2:18][C:17]3[C:12](=[CH:13][CH:14]=[CH:15][C:16]=3[F:20])[CH:11]2[CH3:21])=[N:4][C:5]([NH:22][C:23]2[CH:28]=[CH:27][CH:26]=[CH:25][CH:24]=2)=[N:6][C:7]=1[CH3:8] |f:2.3|. Procedure: The same procedures as in Step 2 of Example 3 above were repeated using 5,6-dimethyl-2-chloro-4-(1-methyl-5-fluoro-1,2,3,4-tetrahydroisoquinolin-2-yl)pyrimidine (0.1 g, 0.33 mmol) prepared in Step 1 of Example 27 and aniline (0.84 mmol) to afford 82 mg (59.6%) of the titled compound. Reactants: CC=1C(=NC(=NC1C)Cl)N1C(C2=CC=CC(=C2CC1)F)C (5,6-dimethyl-2-chloro-4-(1-methyl-5-fluoro-1,2,3,4-tetrahydroisoquinolin-2-yl)pyrimidine), NC1=CC=CC=C1 (aniline). Yields the product Cl.CC=1C(=NC(=NC1C)NC1=CC=CC=C1)N1C(C2=CC=CC(=C2CC1)F)C (5,6-dimethyl-2-phenylamino-4-(1-methyl-5-fluoro-1,2,3,4-tetrahydroisoquinolin-2-yl)pyrimidine hydrochloride). Isolated yield 62.3%.